From a dataset of the Open Reaction Database (ORD), a public repository of structured organic reaction records. describe an organic reaction: reactants, conditions, products, and yield Starting materials: Cc1ccccc1, CNc1cc(Nc2ccc(N3CCN(C)CC3)cc2)ncn1, O=C(Cl)Cl, Cc1ccc(NC(=O)c2cccc(C(F)(F)F)c2)cc1N, C1COCCO1. The product is Cc1ccc(NC(=O)c2cccc(C(F)(F)F)c2)cc1NC(=O)N(C)c1cc(Nc2ccc(N3CCN(C)CC3)cc2)ncn1. Reaction SMILES: [CH3:26][c:27]1[cH:28][cH:29][cH:30][cH:31][cH:32]1.[CH3:33][NH:34][c:35]1[n:36][cH:37][n:38][c:39]([NH:41][c:42]2[cH:43][cH:44][c:45]([N:48]3[CH2:49][CH2:50][N:51]([CH3:54])[CH2:52][CH2:53]3)[cH:46][cH:47]2)[cH:40]1.[Cl:22][C:23]([Cl:24])=[O:25].[NH2:1][c:2]1[cH:3][c:4]([NH:9][C:10]([c:11]2[cH:12][c:13]([C:17]([F:18])([F:19])[F:20])[cH:14][cH:15][cH:16]2)=[O:21])[cH:5][cH:6][c:7]1[CH3:8].[O:55]1[CH2:56][CH2:57][O:58][CH2:59][CH2:60]1>>[NH:1]([c:2]1[cH:3][c:4]([NH:9][C:10]([c:11]2[cH:12][c:13]([C:17]([F:18])([F:19])[F:20])[cH:14][cH:15][cH:16]2)=[O:21])[cH:5][cH:6][c:7]1[CH3:8])[C:23](=[O:25])[N:34]([CH3:33])[c:35]1[n:36][cH:37][n:38][c:39]([NH:41][c:42]2[cH:43][cH:44][c:45]([N:48]3[CH2:49][CH2:50][N:51]([CH3:54])[CH2:52][CH2:53]3)[cH:46][cH:47]2)[cH:40]1. Reactants: O([Si](C)(C)C(C)(C)C)CCC#C (1-(t-butyldimethylsiloxy)-3-butyne), C(CCC)[Li] (n-butyllithium), C[Si](C)(C)Cl (trimethylsilyl chloride). The solvent is CCCCCC (hexane), C1CCOC1 (THF). Reaction conditions: temperature -78 celsius, time 30 minute. Product: C[Si](C#CCCO[Si](C)(C)C(C)(C)C)(C)C (1-(Trimethylsilyl)-4-(t-butyldimethylsiloxy)-1-butyne). The yield is 86.6%. Reaction SMILES: [O:1]([CH2:9][CH2:10][C:11]#[CH:12])[Si:2]([C:5]([CH3:8])([CH3:7])[CH3:6])([CH3:4])[CH3:3].C([Li])CCC.[CH3:18][Si:19](Cl)([CH3:21])[CH3:20]>C1COCC1.CCCCCC>[CH3:18][Si:19]([CH3:21])([CH3:20])[C:12]#[C:11][CH2:10][CH2:9][O:1][Si:2]([C:5]([CH3:6])([CH3:7])[CH3:8])([CH3:3])[CH3:4]. Reported procedure: To a solution of 1-(t-butyldimethylsiloxy)-3-butyne (49.0 g, 0.27 mol) in 250 mL of THF, at -78° C. under Ar, was added a solution of n-butyllithium (1.6 M in hexane, 170 mL, 0.27 mol) over ca. 45 min. The mixture was stirred at -78° C. for 30 min and then at 0° C. for 1.5 h. The resulting solution was recooled at -78° C. and then trimethylsilyl chloride (34.0 mL, 0.27 mol) was added dropwise. After the addition the mixture was allowed to warm to room temperature over 18 h and then it was dilute...